From a dataset of the Open Reaction Database (ORD), a public repository of structured organic reaction records. describe an organic reaction: reactants, conditions, products, and yield Starting materials: NC1=CC=C(C(=O)NC=2C=NC3=CC=CC=C3C2)C=C1 (4-amino-N-quinolin-3-yl-benzamide), C1(=CC=CC=C1)CC=O (phenylacetaldehyde), C(C)(=O)O[BH-](OC(C)=O)OC(C)=O.C[N+](C)(C)C (tetramethylammonium triacetoxyborohydride), C(C)(=O)O (acetic acid), resultant solution. Solvent: ClCCCl (1,2-dichloroethane). Product: C(CC1=CC=CC=C1)NC1=CC=C(C(=O)NC=2C=NC3=CC=CC=C3C2)C=C1 (4-Phenethylamino-N-quinolin-3-yl-benzamide). Reaction SMILES: [NH2:1][C:2]1[CH:20]=[CH:19][C:5]([C:6]([NH:8][C:9]2[CH:10]=[N:11][C:12]3[C:17]([CH:18]=2)=[CH:16][CH:15]=[CH:14][CH:13]=3)=[O:7])=[CH:4][CH:3]=1.[C:21]1([CH2:27][CH:28]=O)[CH:26]=[CH:25][CH:24]=[CH:23][CH:22]=1.C(O[BH-](OC(=O)C)OC(=O)C)(=O)C.C[N+](C)(C)C.C(O)(=O)C>ClCCCl>[CH2:28]([NH:1][C:2]1[CH:3]=[CH:4][C:5]([C:6]([NH:8][C:9]2[CH:10]=[N:11][C:12]3[C:17]([CH:18]=2)=[CH:16][CH:15]=[CH:14][CH:13]=3)=[O:7])=[CH:19][CH:20]=1)[CH2:27][C:21]1[CH:26]=[CH:25][CH:24]=[CH:23][CH:22]=1 |f:2.3|. Reported procedure: A solution of 4-amino-N-quinolin-3-yl-benzamide (1.0 g, 3.8 mmol), phenylacetaldehyde (0.49 mL, 4.18 mmol), tetramethylammonium triacetoxyborohydride (2.0 g, 7.60 mmol) and acetic acid (a catalytic amount) in 1,2-dichloroethane (40 mL) was heated at reflux for approximately 18 hours. The resultant solution was cooled to room temperature and washed with a saturated solution of aqueous sodium bicarbonate. The solution was applied to a flash silica gel column, and the product was eluted with ethyl ... Yield: 126.3%. Reactants: [N+](=O)([O-])C1=CC=C(C=C1)OC(NC1=C(C=CC(=C1)Cl)OCC(=O)N1[C@@H](CN([C@H](C1)C)CC1=CC=C(C=C1)F)C)=O ((2R, 5S)-(5-chloro-2-{2-[4-(4-fluoro-benzyl)-2,5-dimethyl-piperazin-1-yl]-2-oxo-ethoxy}-phenyl)-carbamic acid 4-nitro-phenyl ester), ethyldiamine. As a reaction SMILES: [N+](C1C=CC(O[C:11](=[O:40])[NH:12][C:13]2[CH:18]=[C:17]([Cl:19])[CH:16]=[CH:15][C:14]=2[O:20][CH2:21][C:22]([N:24]2[CH2:29][C@H:28]([CH3:30])[N:27]([CH2:31][C:32]3[CH:37]=[CH:36][C:35]([F:38])=[CH:34][CH:33]=3)[CH2:26][C@H:25]2[CH3:39])=[O:23])=CC=1)([O-])=O>CO>[NH2:24][CH2:25][CH2:26][NH:27][C:11]([NH:12][C:13]1[CH:18]=[C:17]([Cl:19])[CH:16]=[CH:15][C:14]=1[O:20][CH2:21][C:22]([N:24]1[CH2:29][C@H:28]([CH3:30])[N:27]([CH2:31][C:32]2[CH:33]=[CH:34][C:35]([F:38])=[CH:36][CH:37]=2)[CH2:26][C@H:25]1[CH3:39])=[O:23])=[O:40]. Reported procedure: To a solution of (2R, 5S)-(5-chloro-2-{2-[4-(4-fluoro-benzyl)-2,5-dimethyl-piperazin-1-yl]-2-oxo-ethoxy}-phenyl)-carbamic acid 4-nitro-phenyl ester (0.206 g, 0.37 mmol) in dry methanol (6 ml) was added ethyldiamine (0.05 ml, 0.814 mmol). The reaction was stirred at ambient temperature overnight. The reaction was concentrated and chromatagraphed on silica gel to give the title compound (0.115 g, 63% yield). The product is NCCNC(=O)NC1=C(C=CC(=C1)Cl)OCC(=O)N1[C@@H](CN([C@H](C1)C)CC1=CC=C(C=C1)F)C ((2R,5S)-1-(2-Amino-ethyl)-3-(5-chloro-2-{2-[4-(4-fluoro-benzyl)-2,5-dimethyl-piperazin-1-yl]-2-oxo-ethoxy}-phenyl)-urea). The solvent is CO (methanol). Conditions: time 8 hour. Reactants: [N+](=O)([O-])C=1C=NC2=CC=CN=C2C1NCCCCNC(OC(C)(C)C)=O (1,1-Dimethylethyl N-{4-[(3-nitro[1,5]naphthyridin-4-yl)amino]butyl}carbamate), [H][H] (hydrogen). Reagents/catalysts: [Pt] (platinum on carbon). Solvent: C(C)(=O)OCC (ethyl acetate). Product: NC=1C=NC2=CC=CN=C2C1NCCCCNC(OC(C)(C)C)=O (1,1-dimethylethyl N-{4-[(3-amino[1,5]naphthyridin-4-yl)amino]butyl}carbamate). Reaction SMILES: [N+:1]([C:4]1[CH:5]=[N:6][C:7]2[C:12]([C:13]=1[NH:14][CH2:15][CH2:16][CH2:17][CH2:18][NH:19][C:20](=[O:26])[O:21][C:22]([CH3:25])([CH3:24])[CH3:23])=[N:11][CH:10]=[CH:9][CH:8]=2)([O-])=O.[H][H]>[Pt].C(OCC)(=O)C>[NH2:1][C:4]1[CH:5]=[N:6][C:7]2[C:12]([C:13]=1[NH:14][CH2:15][CH2:16][CH2:17][CH2:18][NH:19][C:20](=[O:26])[O:21][C:22]([CH3:24])([CH3:23])[CH3:25])=[N:11][CH:10]=[CH:9][CH:8]=2. Procedure: 1,1-Dimethylethyl N-{4-[(3-nitro[1,5]naphthyridin-4-yl)amino]butyl}carbamate (42.7 g, 0.12 mole), platinum on carbon (2 g) and ethyl acetate (500 mL) were combined and then hydrogenated on a Parr apparatus at 30 psi (2.1 Kg/cm2) hydrogen pressure for 1 hour. The catalyst was removed by filtration and rinsed with ethyl acetate. The filtrate was concentrated under vacuum to provide 1,1-dimethylethyl N-{4-[(3-amino[1,5]naphthyridin-4-yl)amino]butyl}carbamate as a bright yellow-orange solid. Reactants: C1(=CC=CC=C1)OC(C=COC1=CC=CC=C1)=NC1=CC=CC=C1.CN(C1=CC=CC=C1)C=CC(OC1=CC=CC=C1)=NC1=CC=CC=C1 (Phenyl 3-(N′-methyl-N′-phenylamino)-N-phenylacrylimidate phenyl 3-(phenoxy)-N-phenylacrylimidate), CNC1=CC=CC=C1 (N-methylaniline), N,N-dimethylaminopyridine. The solvent is C(C)#N (acetonitrile). Run at time 8 hour. Yields the product CN(C1=CC=CC=C1)C=CC(OC1=CC=CC=C1)=NC1=CC=CC=C1 (phenyl 3-(N′-methyl-N′-phenylamino)-N-phenylacrylimidate). The yield is 85.4%. RXN SMILES: C1(OC(=NC2C=CC=CC=2)C=COC2C=CC=CC=2)C=CC=CC=1.[CH3:25][N:26]([CH:33]=[CH:34][C:35](=[N:43][C:44]1[CH:49]=[CH:48][CH:47]=[CH:46][CH:45]=1)[O:36][C:37]1[CH:42]=[CH:41][CH:40]=[CH:39][CH:38]=1)[C:27]1[CH:32]=[CH:31][CH:30]=[CH:29][CH:28]=1.CNC1C=CC=CC=1>C(#N)C>[CH3:25][N:26]([CH:33]=[CH:34][C:35](=[N:43][C:44]1[CH:49]=[CH:48][CH:47]=[CH:46][CH:45]=1)[O:36][C:37]1[CH:38]=[CH:39][CH:40]=[CH:41][CH:42]=1)[C:27]1[CH:28]=[CH:29][CH:30]=[CH:31][CH:32]=1 |f:0.1|. Procedure: Phenyl 3-(N′-methyl-N′-phenylamino)-N-phenylacrylimidate phenyl 3-(phenoxy)-N-phenylacrylimidate (0.39 g) was dissolved to acetonitrile (5 ml), and N-methylaniline (0.20 g) and catalytic amount of N,N-dimethylaminopyridine were added at room temperature. It was stirred for two hours at the same temperature and for eight hours under heat refluxing. It was concentrated under reduced pressure. The residue was subjected to silica gel column chromatography (hexane:ethyl acetate=10:1) to obtain phenyl... Reactants: BrC=1C=C2C=3C=C4C(=CC3N(C2=CC1)C1=NC(=NC(=N1)C1=CC=CC=C1)C1=CC=CC=C1)C(C1=CC=CC=C14)(C)C (7-bromo-10-(4,6-diphenyl-1,3,5-triazin-2-yl)-12,12-dimethyl-10,12-dihydro-10-azaindeno[2,1-b]fluorene), C(C)(C)(C)P(C(C)(C)C)C(C)(C)C (tri-tert-butylphosphine), C1(=CC=CC=C1)C=1C=CC=2NC3=CC=C(C=C3C2C1)C1=CC=CC=C1 (3,6-diphenyl-9H-carbazole), Rb2CO3. The reagents and catalysts are CC(=O)[O-].CC(=O)[O-].[Pd+2] (Pd(OAc)2). The solvent is CC=1C=CC(=CC1)C (p-xylene). The product is C1(=CC=CC=C1)C=1C=CC=2N(C3=CC=C(C=C3C2C1)C1=CC=CC=C1)C=1C=C2C=3C=C4C(=CC3N(C2=CC1)C1=NC(=NC(=N1)C1=CC=CC=C1)C1=CC=CC=C1)C(C1=CC=CC=C14)(C)C (7-(3,6-Diphenylcarbazol-9-yl)-10-(4,6-diphenyl-1,3,5-triazin-2-yl)-12,12-dimethyl-10,12-dihydro-10-azaindeno[2,1-b]fluorene). Reaction SMILES: Br[C:2]1[CH:3]=[C:4]2[C:12](=[CH:13][CH:14]=1)[N:11]([C:15]1[N:20]=[C:19]([C:21]3[CH:26]=[CH:25][CH:24]=[CH:23][CH:22]=3)[N:18]=[C:17]([C:27]3[CH:32]=[CH:31][CH:30]=[CH:29][CH:28]=3)[N:16]=1)[C:10]1[CH:9]=[C:8]3[C:33]([CH3:41])([CH3:40])[C:34]4[C:39]([C:7]3=[CH:6][C:5]2=1)=[CH:38][CH:37]=[CH:36][CH:35]=4.[C:42]1([C:48]2[CH:49]=[CH:50][C:51]3[NH:52][C:53]4[C:58]([C:59]=3[CH:60]=2)=[CH:57][C:56]([C:61]2[CH:66]=[CH:65][CH:64]=[CH:63][CH:62]=2)=[CH:55][CH:54]=4)[CH:47]=[CH:46][CH:45]=[CH:44][CH:43]=1.C(P(C(C)(C)C)C(C)(C)C)(C)(C)C>CC1C=CC(C)=CC=1.CC([O-])=O.CC([O-])=O.[Pd+2]>[C:42]1([C:48]2[CH:49]=[CH:50][C:51]3[N:52]([C:2]4[CH:3]=[C:4]5[C:12](=[CH:13][CH:14]=4)[N:11]([C:15]4[N:20]=[C:19]([C:21]6[CH:26]=[CH:25][CH:24]=[CH:23][CH:22]=6)[N:18]=[C:17]([C:27]6[CH:32]=[CH:31][CH:30]=[CH:29][CH:28]=6)[N:16]=4)[C:10]4[CH:9]=[C:8]6[C:33]([CH3:40])([CH3:41])[C:34]7[C:39]([C:7]6=[CH:6][C:5]5=4)=[CH:38][CH:37]=[CH:36][CH:35]=7)[C:53]4[C:58]([C:59]=3[CH:60]=2)=[CH:57][C:56]([C:61]2[CH:62]=[CH:63][CH:64]=[CH:65][CH:66]=2)=[CH:55][CH:54]=4)[CH:47]=[CH:46][CH:45]=[CH:44][CH:43]=1 |f:4.5.6|. Procedure details: 20 g (33.7 mmol) of 7-bromo-10-(4,6-diphenyl-1,3,5-triazin-2-yl)-12,12-dimethyl-10,12-dihydro-10-azaindeno[2,1-b]fluorene, 12 g (37.6 mmol) of 3,6-diphenyl-9H-carbazole and 23.34 g of Rb2CO3 are suspended in 200 ml of p-xylene. 0.76 g (3.4 mmol) of Pd(OAc)2 and 10.1 ml of a 1 M tri-tert-butylphosphine solution are added to this suspension. The reaction mixture is heated under reflux for 16 h. After cooling, the organic phase is separated off, washed three times with 200 ml of water and subsequen... As a reaction SMILES: [CH2:23]1[O:24][CH2:25][CH2:26][CH2:27]1.[F:1][c:2]1[c:3](-[c:10]2[c:11]([C:19](=[O:20])[O:21][CH3:22])[cH:12][c:13]([C:14](=[O:15])[OH:16])[cH:17][cH:18]2)[cH:4][c:5]([O:8][CH3:9])[n:6][cH:7]1>>[F:1][c:2]1[c:3](-[c:10]2[c:11]([C:19](=[O:20])[O:21][CH3:22])[cH:12][c:13]([CH2:14][OH:15])[cH:17][cH:18]2)[cH:4][c:5]([O:8][CH3:9])[n:6][cH:7]1. Product: COC(=O)c1cc(CO)ccc1-c1cc(OC)ncc1F. Reactants: C1CCOC1, COC(=O)c1cc(C(=O)O)ccc1-c1cc(OC)ncc1F.